From a dataset of the Open Reaction Database (ORD), a public repository of structured organic reaction records. describe an organic reaction: reactants, conditions, products, and yield Reactants: COC(=O)C(Cc1ccc(Oc2ccc(CC3SC(=O)NC3=O)cc2)cc1)NC(=O)C(CCSC)NC(=O)OC(C)(C)C, ClCCl, Cl. Product: COC(=O)C(Cc1ccc(Oc2ccc(CC3SC(=O)NC3=O)cc2)cc1)NC(=O)C(N)CCSC, Cl. As a reaction SMILES: [CH3:1][S:2][CH2:3][CH2:4][CH:5]([C:6](=[O:7])[NH:8][CH:9]([CH2:10][c:11]1[cH:12][cH:13][c:14]([O:15][c:16]2[cH:17][cH:18][c:19]([CH2:20][CH:21]3[C:22](=[O:27])[NH:23][C:24](=[O:26])[S:25]3)[cH:28][cH:29]2)[cH:30][cH:31]1)[C:32](=[O:33])[O:34][CH3:35])[NH:36][C:37]([O:38][C:39]([CH3:40])([CH3:41])[CH3:42])=[O:43].[Cl:45][CH2:46][Cl:47].[ClH:44]>>[CH3:1][S:2][CH2:3][CH2:4][CH:5]([C:6](=[O:7])[NH:8][CH:9]([CH2:10][c:11]1[cH:12][cH:13][c:14]([O:15][c:16]2[cH:17][cH:18][c:19]([CH2:20][CH:21]3[C:22](=[O:27])[NH:23][C:24](=[O:26])[S:25]3)[cH:28][cH:29]2)[cH:30][cH:31]1)[C:32](=[O:33])[O:34][CH3:35])[NH2:36].[ClH:44].